This data is from the Open Reaction Database (ORD), a public repository of structured organic reaction records. The task is: describe an organic reaction: reactants, conditions, products, and yield The reactants are Cl (hydrochloric acid), ClC=1C=C(C=CC1[N+](=O)[O-])O (3-chloro-4-nitrophenol), C(CN)N (ethylenediamine). Solvent: O (water). Conditions: temperature -10 celsius. Product: Cl.NCCNC=1C=C(C=CC1[N+](=O)[O-])O (3-β-aminoethylamino-4-nitrophenol hydrochloride). As a reaction SMILES: [Cl:1][C:2]1[CH:3]=[C:4]([OH:11])[CH:5]=[CH:6][C:7]=1[N+:8]([O-:10])=[O:9].[CH2:12]([NH2:15])[CH2:13][NH2:14].Cl>O>[ClH:1].[NH2:14][CH2:13][CH2:12][NH:15][C:2]1[CH:3]=[C:4]([OH:11])[CH:5]=[CH:6][C:7]=1[N+:8]([O-:10])=[O:9] |f:4.5|. Reported procedure: 0.432 mol (75 g) of 3-chloro-4-nitrophenol is introduced into 282 ml of ethylenediamine and the reaction medium is then heated in a boiling water-bath for 13 hours. The cooled solution is then poured into 2.6 liters of iced water to which 1.09 liters of hydrochloric acid (d=1.18) has been added. After cooling at -10° C. for a few hours, the 3-β-aminoethylamino-4-nitrophenol hydrochloride crystallises. It is filtered off and washed with an ice-cold 2N solution of hydrochloric acid and then with e... Starting materials: CC(=O)O, Cc1ccc(C(C)C)c(OS(=O)(=O)C(F)(F)F)c1, O, O=[N+]([O-])O, O=S(=O)(O)O. The product is Cc1cc(OS(=O)(=O)C(F)(F)F)c(C(C)C)cc1[N+](=O)[O-]. As a reaction SMILES: [CH3:29][C:30](=[O:31])[OH:32].[F:1][C:2]([S:3](=[O:4])(=[O:5])[O:6][c:7]1[c:8]([CH:14]([CH3:15])[CH3:16])[cH:9][cH:10][c:11]([CH3:13])[cH:12]1)([F:17])[F:18].[OH2:28].[OH:24][N+:25]([O-:26])=[O:27].[S:19](=[O:20])(=[O:21])([OH:22])[OH:23]>>[F:1][C:2]([S:3](=[O:4])(=[O:5])[O:6][c:7]1[c:8]([CH:14]([CH3:15])[CH3:16])[cH:9][c:10]([N+:25](=[O:24])[O-:26])[c:11]([CH3:13])[cH:12]1)([F:17])[F:18]. Starting materials: O1N=C(C=C1)NC[C@H]1CN(C(O1)=O)C1=CC(=C(C=C1)N1C[C@H](CC1)NC(C)=O)F (5(S)-Isoxazol-3-ylaminomethyl-3-(4-(3(S)-acetamidopyrrolidin-1-yl)-3-fluorophenyl)oxazolidin-2-one), Cl.N[C@@H]1CN(CC1)C1=C(C=C(C=C1)N1C(O[C@H](C1)CN(C(=O)OCC(Cl)(Cl)Cl)C1=NOC=C1)=O)F (3-(4-(3(S)-aminopyrrolidin-1-yl)-3-fluorophenyl)-5(R)-(N-(2,2,2-trichloroethyloxycarbonyl)isoxazol-3-ylaminomethyl)oxazolidin-2-one hydrochloride salt), ClC(=O)OCCOC (2-methoxyethyl chloroformate). Product: COCCOC(=O)N[C@@H]1CN(CC1)C1=C(C=C(C=C1)N1C(O[C@H](C1)CNC1=NOC=C1)=O)F (3-(4-(3(S)-(2-Methoxyethoxycarbonylamino)pyrrolidin-1-yl)-3-fluorophenyl)-5(S)-(isoxazol-3-ylaminomethyl)oxazolidin-2-one). Isolated yield 130.5%. Reaction SMILES: O1C=CC(NC[C@@H]2OC(=O)N(C3C=CC(N4CC[C@H](NC(=O)C)C4)=C(F)C=3)C2)=N1.Cl.[NH2:31][C@H:32]1[CH2:36][CH2:35][N:34]([C:37]2[CH:42]=[CH:41][C:40]([N:43]3[CH2:47][C@H:46]([CH2:48][N:49]([C:58]4[CH:62]=[CH:61][O:60][N:59]=4)C(OCC(Cl)(Cl)Cl)=O)[O:45][C:44]3=[O:63])=[CH:39][C:38]=2[F:64])[CH2:33]1.Cl[C:66]([O:68][CH2:69][CH2:70][O:71][CH3:72])=[O:67]>>[CH3:72][O:71][CH2:70][CH2:69][O:68][C:66]([NH:31][C@H:32]1[CH2:36][CH2:35][N:34]([C:37]2[CH:42]=[CH:41][C:40]([N:43]3[CH2:47][C@H:46]([CH2:48][NH:49][C:58]4[CH:62]=[CH:61][O:60][N:59]=4)[O:45][C:44]3=[O:63])=[CH:39][C:38]=2[F:64])[CH2:33]1)=[O:67] |f:1.2|. Procedure details: Using essentially the method for the intermediate of Example 12, starting from 3-(4-(3(S)-aminopyrrolidin-1-yl)-3-fluorophenyl)-5(R)-(N-(2,2,2-trichloroethyloxycarbonyl)isoxazol-3-ylaminomethyl)oxazolidin-2-one hydrochloride salt (419 mg, 0.73 mM) and 2-methoxyethyl chloroformate (450 mg, 3.27 mM) gave the title compound (442 mg ). NMR (DMSO-d6) δ: 1.82 (hextet, 1H); 2.09 (hextet, 1H); 3.13 (m, 1H); 3.23 (s, 3H); 3.27 (m, 1H); 3.39 (m, 1H); 3.46 (t overlapping m, 3H); 3.81 (dd overlapping m, 2H)...